This data is from the Open Reaction Database (ORD), a public repository of structured organic reaction records. The task is: describe an organic reaction: reactants, conditions, products, and yield Procedure: Following general procedure B, 1-(6-bromo-4-chloroquinolin-3-yl)butan-1-one (470 mg, 1.50 mmol) was reacted with tert-butyl (trans-4-aminocyclohexyl)carbamate (643 mg, 3 mmol) to afford the desired product (498 mg, 68%) as a light orange solid. ESI MS m/z 490 [C24H32BrN3O3+H]+ Starting materials: BrC=1C=C2C(=C(C=NC2=CC1)C(CCC)=O)Cl (1-(6-bromo-4-chloroquinolin-3-yl)butan-1-one), N[C@@H]1CC[C@H](CC1)NC(OC(C)(C)C)=O (tert-butyl (trans-4-aminocyclohexyl)carbamate). Yields the product BrC=1C=C2C(=C(C=NC2=CC1)C(CCC)=O)N[C@@H]1CC[C@H](CC1)NC(OC(C)(C)C)=O (tert-butyl (trans-4-((6-bromo-3-butyrylquinolin-4-yl)amino)cyclohexyl)carbamate). RXN SMILES: [Br:1][C:2]1[CH:3]=[C:4]2[C:9](=[CH:10][CH:11]=1)[N:8]=[CH:7][C:6]([C:12](=[O:16])[CH2:13][CH2:14][CH3:15])=[C:5]2Cl.[NH2:18][C@H:19]1[CH2:24][CH2:23][C@H:22]([NH:25][C:26](=[O:32])[O:27][C:28]([CH3:31])([CH3:30])[CH3:29])[CH2:21][CH2:20]1>>[Br:1][C:2]1[CH:3]=[C:4]2[C:9](=[CH:10][CH:11]=1)[N:8]=[CH:7][C:6]([C:12](=[O:16])[CH2:13][CH2:14][CH3:15])=[C:5]2[NH:18][C@H:19]1[CH2:24][CH2:23][C@H:22]([NH:25][C:26](=[O:32])[O:27][C:28]([CH3:30])([CH3:29])[CH3:31])[CH2:21][CH2:20]1. The yield is 67.7%. Reaction SMILES: [NH2:1][C:2]1[S:3][CH:4]=[C:5]([C:7](=[N:24][O:25][CH2:26][C:27]([O:29][CH:30]([C:37]2[CH:42]=[CH:41][CH:40]=[CH:39][CH:38]=2)[C:31]2[CH:36]=[CH:35][CH:34]=[CH:33][CH:32]=2)=[O:28])[C:8]([NH:10][CH:11]2[C:22](=[O:23])[N:13]3[C:14]([C:19]([O-:21])=[S:20])=[C:15]([CH3:18])[CH2:16][S:17][C@H:12]23)=[O:9])[N:6]=1.[Na+].[C:44]([O:50][CH2:51]I)(=[O:49])[C:45]([CH3:48])([CH3:47])[CH3:46].C(OCC)(=O)C.O>CN(C)C=O>[NH2:1][C:2]1[S:3][CH:4]=[C:5]([C:7](=[N:24][O:25][CH2:26][C:27]([O:29][CH:30]([C:31]2[CH:32]=[CH:33][CH:34]=[CH:35][CH:36]=2)[C:37]2[CH:42]=[CH:41][CH:40]=[CH:39][CH:38]=2)=[O:28])[C:8]([NH:10][CH:11]2[C:22](=[O:23])[N:13]3[C:14]([C:19]([O:21][CH2:51][O:50][C:44](=[O:49])[C:45]([CH3:48])([CH3:47])[CH3:46])=[S:20])=[C:15]([CH3:18])[CH2:16][S:17][C@H:12]23)=[O:9])[N:6]=1 |f:0.1|. Isolated yield 70.4%. Conditions: time 15 minute. Reactants: NC=1SC=C(N1)C(C(=O)NC1[C@@H]2N(C(=C(CS2)C)C(=S)[O-])C1=O)=NOCC(=O)OC(C1=CC=CC=C1)C1=CC=CC=C1.[Na+] (sodium 7-[2-(2-aminothiazol-4-yl)-2-benzhydryloxycarbonylmethoxyiminoacetamido]-3-methylthio-3-cephem-4-carboxylate), C(C(C)(C)C)(=O)OCI (pivaloyloxymethyl iodide), C(C)(=O)OCC (Ethyl acetate), O (water). Reported procedure: To a solution of sodium 7-[2-(2-aminothiazol-4-yl)-2-benzhydryloxycarbonylmethoxyiminoacetamido]-3-methylthio-3-cephem-4-carboxylate (syn isomer) (4.0 g) in dimethylformamide (40 ml) was added a solution of pivaloyloxymethyl iodide (1.5 g) in dimethylformamide (4.5 ml) at 0° C. and the mixture was stirred for 15 minutes at the same temperature. Ethyl acetate (150 ml) and water (100 ml) were added to the reaction mixture. The separated organic layer was washed with saturated aqueous sodium bicarb... Solvent: CN(C=O)C (dimethylformamide), CN(C=O)C (dimethylformamide). The product is NC=1SC=C(N1)C(C(=O)NC1[C@@H]2N(C(=C(CS2)C)C(=S)OCOC(C(C)(C)C)=O)C1=O)=NOCC(=O)OC(C1=CC=CC=C1)C1=CC=CC=C1 (pivaloyloxymethyl 7-[2-(2-aminothiazol-4-yl)-2-benzhydryloxycarbonylmethoxyiminoacetamido]-3-methylthio-3-cephem-4-carboxylate). Starting materials: ice water, ClC1=CC(=CC=C1)C(=O)OO (m-chloro-perbenzoic acid), C(C)N(C(=O)N1N=C(N=C1)SC1=C(C=C(C=C1)C(F)(F)F)Cl)CC (1-(Diethylcarbamoyl)-3-(2-chloro-4-trifluoromethylphenylthio)-1,2,4-triazole). Reported procedure: 1-(Diethylcarbamoyl)-3-(2-chloro-4-trifluoromethylphenylthio)-1,2,4-triazole (3.79 g) is dissolved in chloroform (100 ml). With the temperature held at 10° C. or below with ice water, m-chloro-perbenzoic acid (1.73 g) is added in small portions over a period of 10 minutes. Thereafter, reaction is performed at 10° C. for 2 h, then at room temperature for 10 h. The chloroform solution is washed twice with a 10% aqueous solution of potassium carbonate (100 ml), then washed with water, and dried wit... RXN SMILES: [CH2:1]([N:3]([CH2:23][CH3:24])[C:4]([N:6]1[CH:10]=[N:9][C:8]([S:11][C:12]2[CH:17]=[CH:16][C:15]([C:18]([F:21])([F:20])[F:19])=[CH:14][C:13]=2[Cl:22])=[N:7]1)=[O:5])[CH3:2].ClC1C=CC=C(C(OO)=[O:33])C=1>C(Cl)(Cl)Cl>[CH2:23]([N:3]([CH2:1][CH3:2])[C:4]([N:6]1[CH:10]=[N:9][C:8]([S:11]([C:12]2[CH:17]=[CH:16][C:15]([C:18]([F:20])([F:21])[F:19])=[CH:14][C:13]=2[Cl:22])=[O:33])=[N:7]1)=[O:5])[CH3:24]. Reaction conditions: time 2 hour. The solvent is C(Cl)(Cl)Cl (chloroform). The yield is 68.4%. The product is C(C)N(C(=O)N1N=C(N=C1)S(=O)C1=C(C=C(C=C1)C(F)(F)F)Cl)CC (1-(diethylcarbamoyl)-3-(2-chloro-4-trifluoromethylphenylsulfinyl)-1,2,4-triazole). Starting materials: O=C([O-])[O-], CNC(=O)c1c(C)n(C)c2cc(O)ccc12, CCOC(C)=O, COC1CCN(C(=O)c2cc3nccc(Cl)c3s2)C1, [Cs+], [Cs+]. The product is CNC(=O)c1c(C)n(C)c2cc(Oc3ccnc4cc(C(=O)N5CCC(OC)C5)sc34)ccc12. RXN SMILES: [C:36](=[O:37])([O-:38])[O-:39].[CH3:20][NH:21][C:22](=[O:23])[c:24]1[c:25]([CH3:35])[n:26]([CH3:34])[c:27]2[cH:28][c:29]([OH:33])[cH:30][cH:31][c:32]12.[CH3:42][CH2:43][O:44][C:45]([CH3:46])=[O:47].[Cl:1][c:2]1[c:3]2[c:4]([n:5][cH:6][cH:7]1)[cH:8][c:9]([C:11](=[O:12])[N:13]1[CH2:14][CH:15]([O:18][CH3:19])[CH2:16][CH2:17]1)[s:10]2.[Cs+:40].[Cs+:41]>>[c:2]1([O:33][c:29]2[cH:28][c:27]3[n:26]([CH3:34])[c:25]([CH3:35])[c:24]([C:22]([NH:21][CH3:20])=[O:23])[c:32]3[cH:31][cH:30]2)[c:3]2[c:4]([n:5][cH:6][cH:7]1)[cH:8][c:9]([C:11](=[O:12])[N:13]1[CH2:14][CH:15]([O:18][CH3:19])[CH2:16][CH2:17]1)[s:10]2. The reactants are ClCCl, C=C(C#N)C(OC)OC, C=CCc1ccc(OC)c(OC)c1, [Cl-]. Yields the product C=CCc1cc(OC)c(OC)cc1CC(C#N)=COC. RXN SMILES: [CH2:24]([Cl:25])[Cl:26].[CH3:14][O:15][CH:16]([C:17]([C:18]#[N:19])=[CH2:20])[O:21][CH3:22].[CH3:1][O:2][c:3]1[c:4]([O:12][CH3:13])[cH:5][c:6]([CH2:9][CH:10]=[CH2:11])[cH:7][cH:8]1.[Cl-:23]>>[CH3:1][O:2][c:3]1[c:4]([O:12][CH3:13])[cH:5][c:6]([CH2:9][CH:10]=[CH2:11])[c:7]([CH2:20][C:17](=[CH:16][O:21][CH3:22])[C:18]#[N:19])[cH:8]1. Starting materials: 10, intermediate 5, N1=CC=NC2=CC(=CC=C12)CO (6-quinoxalinemethanol). Reagents/catalysts: [O-2].[Mn+4].[O-2] (manganese(IV) oxide). The solvent is ClCCl (dichloromethane). Conditions: time 3 hour. The product is N1=CC=NC2=CC(=CC=C12)C=O (6-quinoxalinecarboxaldehyde). Isolated yield 67.3%. As a reaction SMILES: [N:1]1[C:10]2[C:5](=[CH:6][C:7]([CH2:11][OH:12])=[CH:8][CH:9]=2)[N:4]=[CH:3][CH:2]=1>[O-2].[Mn+4].[O-2].ClCCl>[N:1]1[C:10]2[C:5](=[CH:6][C:7]([CH:11]=[O:12])=[CH:8][CH:9]=2)[N:4]=[CH:3][CH:2]=1 |f:1.2.3|. Reported procedure: To a stirred solution of 10 parts of intermediate 5, namely 6-quinoxalinemethanol in 133 parts of dichloromethane were added 20 parts of manganese(IV) oxide. After stirring for 3 hours at room temperature, the reaction mixture was filtered and the filtrate was evaporated, yielding 6.6 parts (67.3%) of 6-quinoxalinecarboxaldehyde; mp. 134° C. (interm. 6).